describe an organic reaction: reactants, conditions, products, and yield From a dataset of the Open Reaction Database (ORD), a public repository of structured organic reaction records. Reactants: C1CCOC1, OC(c1ccccc1-n1ccc(C(F)(F)F)n1)C(F)(F)F, [H-], Nc1nc(Cl)cc(Cl)n1, [Na+]. Product: Nc1nc(Cl)cc(OC(c2ccccc2-n2ccc(C(F)(F)F)n2)C(F)(F)F)n1. As a reaction SMILES: [CH2:33]1[O:34][CH2:35][CH2:36][CH2:37]1.[F:10][C:11]([CH:12]([OH:13])[c:14]1[c:15](-[n:20]2[n:21][c:22]([C:25]([F:26])([F:27])[F:28])[cH:23][cH:24]2)[cH:16][cH:17][cH:18][cH:19]1)([F:29])[F:30].[H-:32].[NH2:1][c:2]1[n:3][c:4]([Cl:9])[cH:5][c:6]([Cl:8])[n:7]1.[Na+:31]>>[NH2:1][c:2]1[n:3][c:4]([O:13][CH:12]([C:11]([F:10])([F:29])[F:30])[c:14]2[c:15](-[n:20]3[n:21][c:22]([C:25]([F:26])([F:27])[F:28])[cH:23][cH:24]3)[cH:16][cH:17][cH:18][cH:19]2)[cH:5][c:6]([Cl:8])[n:7]1. Starting materials: O (water), [H-].[Na+] (sodium hydride), OC1=NC=CC=C1 (2-hydroxypyridine), COC=1C=C2C(=C(C(=NC2=CC1OC)CI)C(=O)OCC)C1=CC(=C(C=C1)OC)OC (ethyl 6,7-dimethoxy-4-(3,4-dimethoxyphenyl)-2-iodomethylquinoline-3-carboxylate). Run in CN(C=O)C (N,N-dimethylformamide). Conditions: time 15 minute. Product: O=C1N(C=CC=C1)CC1=NC2=CC(=C(C=C2C(=C1C(=O)OCC)C1=CC(=C(C=C1)OC)OC)OC)OC (ethyl 2-(1,2-dihydro-2-oxopyridine-1-ylmethyl)-6,7-dimethoxy-4-(3,4-dimethoxyphenyl)quinoline-3-carboxylate). The yield is 56.8%. RXN SMILES: [H-].[Na+].[OH:3][C:4]1[CH:9]=[CH:8][CH:7]=[CH:6][N:5]=1.[CH3:10][O:11][C:12]1[CH:13]=[C:14]2[C:19](=[CH:20][C:21]=1[O:22][CH3:23])[N:18]=[C:17]([CH2:24]I)[C:16]([C:26]([O:28][CH2:29][CH3:30])=[O:27])=[C:15]2[C:31]1[CH:36]=[CH:35][C:34]([O:37][CH3:38])=[C:33]([O:39][CH3:40])[CH:32]=1.O>CN(C)C=O>[O:3]=[C:4]1[CH:9]=[CH:8][CH:7]=[CH:6][N:5]1[CH2:24][C:17]1[C:16]([C:26]([O:28][CH2:29][CH3:30])=[O:27])=[C:15]([C:31]2[CH:36]=[CH:35][C:34]([O:37][CH3:38])=[C:33]([O:39][CH3:40])[CH:32]=2)[C:14]2[C:19](=[CH:20][C:21]([O:22][CH3:23])=[C:12]([O:11][CH3:10])[CH:13]=2)[N:18]=1 |f:0.1|. Reported procedure: Oily sodium hydride (60%, 0.117 g) was added to a solution of 2-hydroxypyridine (0.277 g) in N,N-dimethylformamide (DMF)(10 ml), and the mixture was stirred at room temperature for 15 minutes. To this solution was added ethyl 6,7-dimethoxy-4-(3,4-dimethoxyphenyl)-2-iodomethylquinoline-3-carboxylate(1.2 g) . The mixture was stirred at room temperature for 8 hours, poured into water and extracted with ethyl acetate. The ethyl acetate layer was washed with water and dried over magnesium sulfate, an... Reactants: N1=C(C=NC=C1)CNC(CCl)=O (N-(2-pyrazinylmethyl)chloroacetamide), P(=O)(Cl)(Cl)Cl (phosphorus oxychloride). Solvent: ClCCCl (1,2-dichloroethane). Product: Cl.ClCC1=NC=C2N1C=CN=C2 (3-chloromethylimidazo[1,5-a]pyrazine hydrochloride). Isolated yield 167.4%. Reaction SMILES: [N:1]1[CH:6]=[CH:5][N:4]=[CH:3][C:2]=1[CH2:7][NH:8][C:9](=O)[CH2:10][Cl:11].P(Cl)(Cl)(Cl)=O>ClCCCl>[ClH:11].[Cl:11][CH2:10][C:9]1[N:1]2[CH:6]=[CH:5][N:4]=[CH:3][C:2]2=[CH:7][N:8]=1 |f:3.4|. Reported procedure: In 1,2-dichloroethane (5.0 ml) was dissolved N-(2-pyrazinylmethyl)chloroacetamide (0.50 g) followed by addition of phosphorus oxychloride (5.0 ml) at room temperature. The mixture was refluxed for 40 minutes and, then, concentrated under reduced pressure. The residue was dissolved in methanol (1.0 ml) followed by addition of diethyl ether to give crude 3-chloromethylimidazo[1,5-a]pyrazine hydrochloride as powder (0.46 g). This powder (0.18 g) was added to a mixture of (2RS,3RS)-2-(2,4-difluoroph... Starting materials: N1CCOCC1 (morpholine), FC1=C(C=CC(=C1)[N+](=O)[O-])C (2-Fluoro-4-nitrotoluene), BrN1C(CCC1=O)=O (N-bromosuccinimide), C(C1=CC=CC=C1)(=O)OOC(C1=CC=CC=C1)=O (benzoyl peroxide). Run in C(Cl)(Cl)(Cl)Cl (CCl4). Run at time 1 hour. Product: FC=1C=C(C=CC1CN1CCOCC1)N (3-Fluoro-4-morpholin-4-ylmethylphenylamine). Yield: 30.0%. Reaction SMILES: [F:1][C:2]1[CH:7]=[C:6]([N+:8]([O-])=O)[CH:5]=[CH:4][C:3]=1[CH3:11].BrN1C(=O)CCC1=O.C(OOC(=O)C1C=CC=CC=1)(=O)C1C=CC=CC=1.[NH:38]1[CH2:43][CH2:42][O:41][CH2:40][CH2:39]1>C(Cl)(Cl)(Cl)Cl>[F:1][C:2]1[CH:7]=[C:6]([NH2:8])[CH:5]=[CH:4][C:3]=1[CH2:11][N:38]1[CH2:43][CH2:42][O:41][CH2:40][CH2:39]1. Procedure details: 2-Fluoro-4-nitrotoluene (1.55 g, 10 mmol), N-bromosuccinimide (1.82 g, 10 mmol), and benzoyl peroxide (0.1 g, 0.4 mmol) were dissolved in CCl4 (50 mL). The mixture was heated at reflux, and irradiated with light (100 W bulb) for 4 hours. The reaction mixture was filtered and concentrated. The residue was dissolved in THF (50 mL) and morpholine (1.9 g, 22 mmol) was added to this solution. The mixture was stirred at ambient temperature for 1 hour, and then filtered. The filtrate was evaporated. Th...